The task is: describe an organic reaction: reactants, conditions, products, and yield. This data is from the Open Reaction Database (ORD), a public repository of structured organic reaction records. Starting materials: [OH-].[Na+] (sodium hydroxide), C(C)(C)(C)C1=CC=C(N)C=C1 (4-tert-butylaniline), Cl.ClCCN.ClCCN (bis-(2-chloroethylamine) hydrochloride), C([O-])([O-])=O.[K+].[K+] (potassium carbonate). Run in COCCOCCOC (diethylene glycol dimethyl ether), O (water). Reaction conditions: time 2 hour. Yields the product C(C)(C)(C)C1=CC=C(C=C1)N1CCNCC1 (N-(4-tert-butylphenyl)-piperazine). Reaction SMILES: [C:1]([C:5]1[CH:11]=[CH:10][C:8]([NH2:9])=[CH:7][CH:6]=1)([CH3:4])([CH3:3])[CH3:2].Cl.Cl[CH2:14][CH2:15][NH2:16].Cl[CH2:18][CH2:19]N.C(=O)([O-])[O-].[K+].[K+].[OH-].[Na+]>COCCOCCOC.O>[C:1]([C:5]1[CH:6]=[CH:7][C:8]([N:9]2[CH2:19][CH2:18][NH:16][CH2:15][CH2:14]2)=[CH:10][CH:11]=1)([CH3:4])([CH3:2])[CH3:3] |f:1.2.3,4.5.6,7.8|. Reported procedure: 149 g (1 mole) of 4-tert-butylaniline, 178.5 g (1 mole) of bis-(2-chloroethylamine) hydrochloride and 138 g (1 mole) of potassium carbonate in 600 ml of diethylene glycol dimethyl ether are refluxed for 90 hours. The mixture is rendered strongly alkaline with 1 l of water and concentrated sodium hydroxide solution and stirred for 2 hours. The organic phase is extracted with 3×250 ml of methyl tert-butyl ether and the combined organic phases are washed with 2×250 ml of water, dried over sodium su... The reactants are ClC=1C(=CC=2C(=NC=3N(C=C(C(C3C2)=O)C(=O)OCC)C)C1)F (8-chloro-3-ethoxycarbonyl-7-fluoro-1-methyl-4-oxo-1,4-dihydrobenzo[b][1,8]-naphthyridine), Cl (hydrochloric acid). Solvent: C(C)(=O)O (acetic acid). Reaction conditions: temperature 100 celsius, time 4 hour. Yields the product ClC=1C(=CC=2C(=NC=3N(C=C(C(C3C2)=O)C(=O)O)C)C1)F (8-Chloro-7-fluoro-1-methyl-4-oxo-1,4-dihydrobenzo[b][1,8]naphthyridine-3-carboxylic acid). The yield is 92.4%. RXN SMILES: [Cl:1][C:2]1[C:3]([F:23])=[CH:4][C:5]2[C:6]([CH:22]=1)=[N:7][C:8]1[N:9]([CH3:21])[CH:10]=[C:11]([C:16]([O:18]CC)=[O:17])[C:12](=[O:15])[C:13]=1[CH:14]=2.Cl>C(O)(=O)C>[Cl:1][C:2]1[C:3]([F:23])=[CH:4][C:5]2[C:6]([CH:22]=1)=[N:7][C:8]1[N:9]([CH3:21])[CH:10]=[C:11]([C:16]([OH:18])=[O:17])[C:12](=[O:15])[C:13]=1[CH:14]=2. Reported procedure: A suspension of 8-chloro-3-ethoxycarbonyl-7-fluoro-1-methyl-4-oxo-1,4-dihydrobenzo[b][1,8]-naphthyridine (15 g) in acetic acid (150 cc) and 17.5% strength aqueous hydrochloric acid solution (150 cc) is heated to a temperature in the region of 100° C. with stirring for 4 hours. After cooling to a temperature in the region of 20° C., the product is drained, washed with water (2×100 cc) and washed with ethanol (2×150 cc) and then ethyl ether (2×100 cc). 8-Chloro-7-fluoro-1-methyl-4-oxo-1,4-dihydrob... The reactants are ClC1=CC=C(C=C1)C#CC(=O)O (p-Chlorophenylpropiolic acid), C(C#C)(=O)O (propiolic acid). Solvent: C(C)(=O)OC(C)=O (acetic anhydride). The product is ClC=1C=C2C=C3C(=CC2=CC1)C(=O)OC3=O (6-chloro-2,3-naphthalenedicarboxylic anhydride). Yield: 54.1%. RXN SMILES: [Cl:1][C:2]1[CH:7]=[CH:6][C:5]([C:8]#[C:9][C:10]([OH:12])=[O:11])=[CH:4][CH:3]=1.[C:13](O)(=[O:16])[C:14]#[CH:15]>C(OC(=O)C)(=O)C>[Cl:1][C:2]1[CH:3]=[C:4]2[C:5](=[CH:6][CH:7]=1)[CH:8]=[C:9]1[C:10]([O:12][C:13](=[O:16])[C:14]1=[CH:15]2)=[O:11]. Procedure: p-Chlorophenylpropiolic acid (3.3 g) and propiolic acid (7.6 g) in acetic anhydride (80 ml) were refluxed for 12 hr. The solution was concentrated (to 40 ml) and the precipitate which formed on cooling was recrystallised from acetone to give 6-chloro-2,3-naphthalenedicarboxylic anhydride (2.3 g) m.p. 220°. Reactants: N(=[N+]=[N-])[C@H]1C=2C=CC(=CC2CCC1)C=O ((R)-5-azido-5,6,7,8-tetrahydro-naphthalene-2-carbaldehyde), N1CCCCC1 (piperidine), C(OC)(OC)OC (CH(OMe)3), [BH-](OC(=O)C)(OC(=O)C)OC(=O)C.[Na+] (NaBH(OAc)3). Reagents/catalysts: CC(=O)O (HOAc). The solvent is C(Cl)Cl (DCM). Run at time 3 hour. The product is N(=[N+]=[N-])[C@H]1C=2C=CC(=CC2CCC1)CN1CCCCC1 ((R)-1-((5-azido-5,6,7,8-tetrahydronaphthalen-2-yl)methyl)piperidine). RXN SMILES: [N:1]([C@@H:4]1[CH2:13][CH2:12][CH2:11][C:10]2[CH:9]=[C:8]([CH:14]=O)[CH:7]=[CH:6][C:5]1=2)=[N+:2]=[N-:3].[NH:16]1[CH2:21][CH2:20][CH2:19][CH2:18][CH2:17]1.C(OC)(OC)OC.[BH-](OC(C)=O)(OC(C)=O)OC(C)=O.[Na+]>CC(O)=O.C(Cl)Cl>[N:1]([C@@H:4]1[CH2:13][CH2:12][CH2:11][C:10]2[CH:9]=[C:8]([CH2:14][N:16]3[CH2:21][CH2:20][CH2:19][CH2:18][CH2:17]3)[CH:7]=[CH:6][C:5]1=2)=[N+:2]=[N-:3] |f:3.4|. Procedure details: To a 100 mL flame dry round bottom flask was added (R)-5-azido-5,6,7,8-tetrahydro-naphthalene-2-carbaldehyde (200 mg, 0.99 mmol), piperidine (0.5 mL, 5 mmol), dry DCM (10 mL), HOAc (1 drop), and CH(OMe)3. The resulting mixture was stirred under N2 for 3 h at RT. Then, NaBH(OAc)3 (632 mg, 2.98 mmol) was added and stirred for 20 h. The reaction mixture was quenched with 5% NaHCO3 and concentrated in vacuo. The residue was partitioned between EtOAc and H2O. The organic layer was washed with H2O, br... The reactants are [Br-] (bromide), C1=CC=CC=2C(C3=C(CCC21)C=CC=C3)=O (10,11-dihydro-5H-dibenzo[a,d]cyclohepten-5-one), C1CCOC1 (THF), Cl (hydrochloric acid), [Cl-].[NH4+] (ammonium chloride), C1CCOC1 (THF). Product: C1(CC1)C1(C2=C(CCC3=C1C=CC=C3)C=CC=C2)O (5-cyclopropyl-10,11-dihydro-5H-dibenzo[a,d]cyclohepten-5-ol). As a reaction SMILES: [Br-].[CH:2]1[C:12]2[CH2:11][CH2:10][C:9]3[CH:13]=[CH:14][CH:15]=[CH:16][C:8]=3[C:7](=[O:17])[C:6]=2[CH:5]=[CH:4][CH:3]=1.[Cl-].[NH4+].Cl.[CH2:21]1[CH2:25]OC[CH2:22]1>>[CH:22]1([C:7]2([OH:17])[C:8]3[CH:16]=[CH:15][CH:14]=[CH:13][C:9]=3[CH2:10][CH2:11][C:12]3[CH:2]=[CH:3][CH:4]=[CH:5][C:6]2=3)[CH2:21][CH2:25]1 |f:2.3|. Procedure: A solution of cycloprolpylmagnesium bromide in dry THF (prepared from cyclopropylbromide (12.1 g, 0.10 mol), magnesium turnings (2.45 g, 0.10 mol) and dry THF (65 ml)) was placed under an atmosphere of nitrogen. A solution of 10,11-dihydro-5H-dibenzo[a,d]cyclohepten-5-one (10.4 g, 0.05 mol) in dry THF (25 ml) was added dropwise and when addition was complete the mixture was heated at reflux for 30 minutes. The reaction mixture was cooled on an ice-bath and saturated ammonium chloride (50 ml) was... Reactants: C1CCOC1, Cc1ccc(N)cc1O, CC(=O)c1ccc(C(=O)Nc2ccc(C(=O)c3ccc4c(c3)NC(=O)C4=CO)cc2)s1. The product is CC(=O)c1ccc(C(=O)Nc2ccc(C(=O)c3ccc4c(c3)NC(=O)C4=CNc3ccc(C)c(O)c3)cc2)s1. Reaction SMILES: [CH2:41]1[O:42][CH2:43][CH2:44][CH2:45]1.[NH2:32][c:33]1[cH:34][cH:35][c:36]([CH3:40])[c:37]([OH:39])[cH:38]1.[OH:1][CH:2]=[C:3]1[C:4](=[O:31])[NH:5][c:6]2[cH:7][c:8]([C:12](=[O:13])[c:14]3[cH:15][cH:16][c:17]([NH:20][C:21](=[O:22])[c:23]4[s:24][c:25]([C:28]([CH3:29])=[O:30])[cH:26][cH:27]4)[cH:18][cH:19]3)[cH:9][cH:10][c:11]21>>[CH:2](=[C:3]1[C:4](=[O:31])[NH:5][c:6]2[cH:7][c:8]([C:12](=[O:13])[c:14]3[cH:15][cH:16][c:17]([NH:20][C:21](=[O:22])[c:23]4[s:24][c:25]([C:28]([CH3:29])=[O:30])[cH:26][cH:27]4)[cH:18][cH:19]3)[cH:9][cH:10][c:11]21)[NH:32][c:33]1[cH:34][cH:35][c:36]([CH3:40])[c:37]([OH:39])[cH:38]1. Reactants: C(C)(C)(C)OC(NC1=C(C=C(C(=C1)N(C)C)C)N)=O ((2-amino-5-dimethylamino-4-methyl-phenyl)-carbamic acid tert-butyl ester), C(C)(C)(C)OC(CC(=O)C1=CC(=CC=C1)C1=CC(=NO1)C)=O (3-[3-(3-methyl-isoxazol-5-yl)-phenyl]-3-oxo-propionic acid tert-butyl ester). Product: C(C)(C)(C)OC(NC1=C(C=C(C(=C1)N(C)C)C)NC(CC(=O)C1=CC(=CC=C1)C1=CC(=NO1)C)=O)=O ((5-Dimethylamino-4-methyl-2-{3-[3-(3-methyl-isoxazol-5-yl)-phenyl]-3-oxo-propionylamino}-phenyl)-carbamic acid tert-butyl ester), foam. Isolated yield 67.0%. As a reaction SMILES: [C:1]([O:5][C:6](=[O:19])[NH:7][C:8]1[CH:13]=[C:12]([N:14]([CH3:16])[CH3:15])[C:11]([CH3:17])=[CH:10][C:9]=1[NH2:18])([CH3:4])([CH3:3])[CH3:2].C([O:24][C:25](=O)[CH2:26][C:27]([C:29]1[CH:34]=[CH:33][CH:32]=[C:31]([C:35]2[O:39][N:38]=[C:37]([CH3:40])[CH:36]=2)[CH:30]=1)=[O:28])(C)(C)C>>[C:1]([O:5][C:6](=[O:19])[NH:7][C:8]1[CH:13]=[C:12]([N:14]([CH3:15])[CH3:16])[C:11]([CH3:17])=[CH:10][C:9]=1[NH:18][C:25](=[O:24])[CH2:26][C:27]([C:29]1[CH:34]=[CH:33][CH:32]=[C:31]([C:35]2[O:39][N:38]=[C:37]([CH3:40])[CH:36]=2)[CH:30]=1)=[O:28])([CH3:4])([CH3:2])[CH3:3]. Procedure details: The title compound was prepared from (2-amino-5-dimethylamino-4-methyl-phenyl)-carbamic acid tert-butyl ester (Example J22) (265 mg, 1.0 mmol) and 3-[3-(3-methyl-isoxazol-5-yl)-phenyl]-3-oxo-propionic acid tert-butyl ester (Example K4) (301 mg, 1.0 mmol) according to the general procedure M. Obtained as a brown foam (330 mg, 67%). Starting materials: O=C([O-])[O-], CC(C)c1nc2ccccc2[nH]1, Clc1nc(N2CCOCC2)c2nc(CN3CC(C4CCOCC4)C3)sc2n1, [Cs+], [Cs+], C1COCCO1, O=C(C=Cc1ccccc1)C=Cc1ccccc1, O=C(C=Cc1ccccc1)C=Cc1ccccc1, O=C(C=Cc1ccccc1)C=Cc1ccccc1, [Pd], [Pd]. The product is CC(C)c1nc2ccccc2n1-c1nc(N2CCOCC2)c2nc(CN3CC(C4CCOCC4)C3)sc2n1. Reaction SMILES: [C:40](=[O:41])([O-:42])[O-:43].[CH:28]([CH3:29])([CH3:30])[c:31]1[n:32][c:33]2[c:34]([nH:35]1)[cH:36][cH:37][cH:38][cH:39]2.[Cl:1][c:2]1[n:3][c:4]([N:22]2[CH2:23][CH2:24][O:25][CH2:26][CH2:27]2)[c:5]2[c:6]([n:7]1)[s:8][c:9]([CH2:11][N:12]1[CH2:13][CH:14]([CH:16]3[CH2:17][CH2:18][O:19][CH2:20][CH2:21]3)[CH2:15]1)[n:10]2.[Cs+:44].[Cs+:45].[O:46]1[CH2:47][CH2:48][O:49][CH2:50][CH2:51]1.[O:54]=[C:55]([CH:56]=[CH:57][c:58]1[cH:59][cH:60][cH:61][cH:62][cH:63]1)[CH:64]=[CH:65][c:66]1[cH:67][cH:68][cH:69][cH:70][cH:71]1.[O:72]=[C:73]([CH:74]=[CH:75][c:76]1[cH:77][cH:78][cH:79][cH:80][cH:81]1)[CH:82]=[CH:83][c:84]1[cH:85][cH:86][cH:87][cH:88][cH:89]1.[O:90]=[C:91]([CH:92]=[CH:93][c:94]1[cH:95][cH:96][cH:97][cH:98][cH:99]1)[CH:100]=[CH:101][c:102]1[cH:103][cH:104][cH:105][cH:106][cH:107]1.[Pd:52].[Pd:53]>>[c:2]1(-[n:32]2[c:31]([CH:28]([CH3:29])[CH3:30])[n:35][c:34]3[c:33]2[cH:39][cH:38][cH:37][cH:36]3)[n:3][c:4]([N:22]2[CH2:23][CH2:24][O:25][CH2:26][CH2:27]2)[c:5]2[c:6]([n:7]1)[s:8][c:9]([CH2:11][N:12]1[CH2:13][CH:14]([CH:16]3[CH2:17][CH2:18][O:19][CH2:20][CH2:21]3)[CH2:15]1)[n:10]2. The reactants are C(C)(C)(C)OC(=O)N[C@H](C(CN[C@@H](CC(C)C)C(=O)OCC[Si](C)(C)C)=O)CC(C)C (N-[(3S)-3-[[(t-butyloxy)carbonyl]amino]-2-oxo-5-methylhexyl]-L-leucine, 2-(trimethylsilyl)ethyl ester), [BH4-].[Na+] (sodium borohydride). Solvent: O (water), O1CCCC1 (tetrahydrofuran), O (water). Run at time 5 minute. Yields the product C(C)(C)(C)OC(=O)N[C@H](C(CN[C@@H](CC(C)C)C(=O)OCC[Si](C)(C)C)O)CC(C)C (N-[(3S)-3-[[(t-Butyloxy)carbonyl]amino]-2-hydroxy-5-methylhexyl]-L-leucine, 2-(trimethylsilyl)ethyl ester). The yield is 69.7%. RXN SMILES: [C:1]([O:5][C:6]([NH:8][C@@H:9]([CH2:28][CH:29]([CH3:31])[CH3:30])[C:10](=[O:27])[CH2:11][NH:12][C@H:13]([C:18]([O:20][CH2:21][CH2:22][Si:23]([CH3:26])([CH3:25])[CH3:24])=[O:19])[CH2:14][CH:15]([CH3:17])[CH3:16])=[O:7])([CH3:4])([CH3:3])[CH3:2].[BH4-].[Na+]>O1CCCC1.O>[C:1]([O:5][C:6]([NH:8][C@@H:9]([CH2:28][CH:29]([CH3:31])[CH3:30])[CH:10]([OH:27])[CH2:11][NH:12][C@H:13]([C:18]([O:20][CH2:21][CH2:22][Si:23]([CH3:24])([CH3:25])[CH3:26])=[O:19])[CH2:14][CH:15]([CH3:16])[CH3:17])=[O:7])([CH3:2])([CH3:3])[CH3:4] |f:1.2|. Procedure: To a solution of 5.0 g (10.9 mmol) of N-[(3S)-3-[[(t-butyloxy)carbonyl]amino]-2-oxo-5-methylhexyl]-L-leucine, 2-(trimethylsilyl)ethyl ester in a mixture of 150 ml of tetrahydrofuran and 50 ml of water cooled in an ice-water bath was added 2.1 g (54.5 mmol) of sodium borohydride. After 5 minutes, the reaction was poured into 300 ml of water and extracted with 600 ml of ethyl acetate. The organic extract was rinsed further with water and brine, dried (magnesium sulfate) and concentrated in vacuo t... The reactants are CC(=O)Nc1ccc(S(=O)(=O)Cl)cc1, Cl, Nc1nnc(CO)s1, c1ccncc1. Product: CC(=O)Nc1ccc(S(=O)(=O)Nc2nnc(CO)s2)cc1. Reaction SMILES: [C:1]([CH3:2])(=[O:3])[NH:4][c:5]1[cH:6][cH:7][c:8]([S:11](=[O:12])(=[O:13])[Cl:14])[cH:9][cH:10]1.[ClH:23].[NH2:15][c:16]1[s:17][c:18]([CH2:21][OH:22])[n:19][n:20]1.[cH:24]1[cH:25][cH:26][n:27][cH:28][cH:29]1>>[C:1]([CH3:2])(=[O:3])[NH:4][c:5]1[cH:6][cH:7][c:8]([S:11](=[O:12])(=[O:13])[NH:15][c:16]2[s:17][c:18]([CH2:21][OH:22])[n:19][n:20]2)[cH:9][cH:10]1.